This data is from the Open Reaction Database (ORD), a public repository of structured organic reaction records. The task is: describe an organic reaction: reactants, conditions, products, and yield Starting materials: O1CCCC=C1 (3,4-dihydro-2H-pyrane), BrCC(CP(OCC)(OCC)=O)O (diethyl 3-bromo-2-hydroxypropylphosphonate). Procedure: (1)-(b) To a mixture of diethyl 3-bromo-2-hydroxypropylphosphonate (82.5 g) and p-toluenesulfonic acid (1.03 g) was added dropwise 3,4-dihydro-2H-pyrane (250 g) under ice-cooling and with stirring. After the reaction mixture was stirred at the same temperature for 10 minutes and at ambient temperature for 1.5 hours. The dihydropyrane was removed off by evaporation under reduced pressure to give a residue, which was dissolved in ethyl acetate (500 ml). The ethyl acetate solution was washed with s... The product is BrCC(CP(OCC)(OCC)=O)OC1OCCCC1 (diethyl 3-bromo-2-(tetrahydro-2H-pyran-2-yloxy)propylphosphonate). The yield is 128.1%. Run in C(C)(=O)OCC (ethyl acetate). The reagents and catalysts are C1(=CC=C(C=C1)S(=O)(=O)O)C (p-toluenesulfonic acid). As a reaction SMILES: [Br:1][CH2:2][CH:3]([OH:13])[CH2:4][P:5](=[O:12])([O:9][CH2:10][CH3:11])[O:6][CH2:7][CH3:8].[O:14]1[CH:19]=[CH:18][CH2:17][CH2:16][CH2:15]1>C(OCC)(=O)C.C1(C)C=CC(S(O)(=O)=O)=CC=1>[Br:1][CH2:2][CH:3]([O:13][CH:15]1[CH2:16][CH2:17][CH2:18][CH2:19][O:14]1)[CH2:4][P:5](=[O:12])([O:6][CH2:7][CH3:8])[O:9][CH2:10][CH3:11]. Starting materials: CO (methanol), [N+](=O)([O-])C1=NN(C=C1)CC(C)C (3-Nitro-1-iso-butyl-1H-pyrazole), [H][H] (hydrogen). Reagents/catalysts: [Pd] (Palladium). Solvent: C(C)(=O)OCC (ethyl acetate). Reaction conditions: temperature 25 celsius, time 16 hour. Product: C(C(C)C)N1N=C(C=C1)N (1-iso-butyl-1H-pyrazol-3-ylamine). The yield is 86.5%. RXN SMILES: [N+:1]([C:4]1[CH:8]=[CH:7][N:6]([CH2:9][CH:10]([CH3:12])[CH3:11])[N:5]=1)([O-])=O.CO.[H][H]>C(OCC)(=O)C.[Pd]>[CH2:9]([N:6]1[CH:7]=[CH:8][C:4]([NH2:1])=[N:5]1)[CH:10]([CH3:12])[CH3:11]. Procedure details: 3-Nitro-1-iso-butyl-1H-pyrazole (83 mg, 0.49 mmol) was dissolved in ethyl acetate (3 mL) and methanol (3 mL) was added. Palladium, 10 wt. % on activated carbon, wet (˜50 mg) was added to the reaction. The vial was charged with hydrogen gas (via balloon) and the reaction stirred for 16 h at 25° C. The reaction was passed through a plug of celite and concentrated in vacuo to afford 1-iso-butyl-1H-pyrazol-3-ylamine (59 mg, 86%) as a golden oil: ESI-LRMS m/e calcd for C7H13N3 [M+] 139.1, found 140.3... The reactants are COC([C@H]1N(CC(C1)N=[N+]=[N-])C(CCC1=CC(=CC=C1)CNC(=O)OC(C)(C)C)=O)=O (4-azido-1-[3-(3-tert-butyloxycarbonylaminomethylphenyl)propionyl]proline methyl ester). The reagents and catalysts are [Pd] (Pd/C). The solvent is CO (methanol). The product is COC([C@H]1N(CC(C1)N)C(CCC1=CC(=CC=C1)CNC(=O)OC(C)(C)C)=O)=O (4-Amino-1-[3-(3-tert-butyloxycarbonylaminomethylphenyl)propionyl]proline methyl ester). Yield: 86.0%. RXN SMILES: [CH3:1][O:2][C:3](=[O:31])[C@@H:4]1[CH2:8][CH:7]([N:9]=[N+]=[N-])[CH2:6][N:5]1[C:12](=[O:30])[CH2:13][CH2:14][C:15]1[CH:20]=[CH:19][CH:18]=[C:17]([CH2:21][NH:22][C:23]([O:25][C:26]([CH3:29])([CH3:28])[CH3:27])=[O:24])[CH:16]=1>CO.[Pd]>[CH3:1][O:2][C:3](=[O:31])[C@@H:4]1[CH2:8][CH:7]([NH2:9])[CH2:6][N:5]1[C:12](=[O:30])[CH2:13][CH2:14][C:15]1[CH:20]=[CH:19][CH:18]=[C:17]([CH2:21][NH:22][C:23]([O:25][C:26]([CH3:27])([CH3:28])[CH3:29])=[O:24])[CH:16]=1. Reported procedure: 4.7 g (10.9 mmol) of 4-azido-1-[3-(3-tert-butyloxycarbonylaminomethylphenyl)propionyl]proline methyl ester (starting compound A10) are dissolved in 70 ml of methanol and, after addition of 0.5 g of Pd/C (10%), hydrogenated. After the reaction is complete, the catalyst is filtered off with suction and the filtrate is concentrated in vacuo. Drying under high vacuum results in 3.8 g of the title compound as a colorless solidified foam. The mass spectrum shows the molecular peak MH+ at 406 Da. Starting materials: Cl (hydrochloric acid), SCC(=O)O (Mercaptoacetic acid), [Na] (sodium), ClCCSC1=CC=C(C=C1)O (4-[(2-chloroethyl)thio]phenol). Solvent: C(C)O (ethyl alcohol), C(C)O (ethyl alcohol), O (water). The product is OC1=CC=C(C=C1)SCCSCC(=O)O ([[2-[(4-hydroxyphenyl)thio]ethyl]thio]acetic acid). Reaction SMILES: [SH:1][CH2:2][C:3]([OH:5])=[O:4].[Na].Cl[CH2:8][CH2:9][S:10][C:11]1[CH:16]=[CH:15][C:14]([OH:17])=[CH:13][CH:12]=1.Cl>C(O)C.O>[OH:17][C:14]1[CH:15]=[CH:16][C:11]([S:10][CH2:9][CH2:8][S:1][CH2:2][C:3]([OH:5])=[O:4])=[CH:12][CH:13]=1 |^1:5|. Procedure: Mercaptoacetic acid (3.5 g, 0.039 mole) was added to ethyl alcohol (100 ml) containing sodium (1.8 g, 0.078 mole). The compound of Example 36 (7.3 g, 0.039 mole) in ethyl alcohol (20 ml) was added dropwise and the mixture refluxed 1 hour. The reaction mixture was cooled to room temperature, poured into water (250 ml) and acidified with 2N hydrochloric acid. The product was extracted into ethyl ether (2×150 ml) and the ethyl ether extracted with 1M sodium bicarbonate (3×80 ml). The combined basic... Reactants: O (water), [C-]#N.[Na+] (sodium cyanide), C(=C/CCC)/C1C(CC=C1)=O (2-(2-cis-pentenyl)-3-cyclopenten-1-one), C(C)(=O)O (acetic acid). Solvent: C(C)O (ethanol). Reaction conditions: temperature 35 celsius. Product: C(=C/CCC)/C1C(CCC1C#N)=O (2-(2-cis-pentenyl)-3-cyanocyclopentanone). As a reaction SMILES: O.[CH:2](/[CH:7]1[CH:11]=[CH:10][CH2:9][C:8]1=[O:12])=[CH:3]/[CH2:4][CH2:5][CH3:6].C(O)(=O)C.[C-:17]#[N:18].[Na+]>C(O)C>[CH:2](/[CH:7]1[CH:11]([C:17]#[N:18])[CH2:10][CH2:9][C:8]1=[O:12])=[CH:3]/[CH2:4][CH2:5][CH3:6] |f:3.4|. Reported procedure: Into a 500 ml reaction flash equipped with mechanical stir, immersion thermometer, water cool bubble condenser, 150 ml addition funnel and heating mantle is placed 10 grams (0.07 moles) of 2-(2-cis-pentenyl)-3-cyclopenten-1-one prepared according to Example B; (0.07 moles); 4.20 grams of glacial acetic acid (0.07 moles) and 245 ml of 95% aqueous ethanol. The reaction mass is heated to 35° C. and, dropwise with stirring while keeping the temperature between 35° and 37° C., 6.86 grams (0.14 moles)... Starting materials: C[Si](C)(C)Br (trimethylsilyl bromide), C(C)OC(C=C[C@H](CC1=CC=C(C=C1)C1=CC=CC=C1)NCP(=O)(OC)OC)=O ((S)-5-(Biphenyl-4-yl)-4-[(dimethylphosphonomethyl)-amino]-2-pentenoic acid ethyl ester), Cl (hydrochloric acid), [OH-].[Na+] (sodium hydroxide). The solvent is CO (methanol). Conditions: time 3 hour. Product: C1(=CC=C(C=C1)C[C@@H](C=CC(=O)O)NCP(=O)(O)O)C1=CC=CC=C1 ((S)-5-(biphenyl-4-yl)-4-(phosphonomethylamino)-2-pentenoic acid). As a reaction SMILES: C([O:3][C:4](=[O:29])[CH:5]=[CH:6][C@@H:7]([NH:21][CH2:22][P:23]([O:27]C)([O:25]C)=[O:24])[CH2:8][C:9]1[CH:14]=[CH:13][C:12]([C:15]2[CH:20]=[CH:19][CH:18]=[CH:17][CH:16]=2)=[CH:11][CH:10]=1)C.[OH-].[Na+].Cl.C[Si](Br)(C)C>CO>[C:12]1([C:15]2[CH:20]=[CH:19][CH:18]=[CH:17][CH:16]=2)[CH:11]=[CH:10][C:9]([CH2:8][C@H:7]([NH:21][CH2:22][P:23]([OH:27])([OH:25])=[O:24])[CH:6]=[CH:5][C:4]([OH:29])=[O:3])=[CH:14][CH:13]=1 |f:1.2|. Procedure details: (S)-5-(Biphenyl-4-yl)-4-[(dimethylphosphonomethyl)-amino]-2-pentenoic acid ethyl ester (536 mg, 1.28 mmol) is dissolved in methanol (1 mL) and treated with 1N sodium hydroxide (2 mL, 2 mmol). The reaction mixture is stirred for 3 hours at room temperature, then 1N hydrochloric acid (5 mL) is added. The carboxylic acid is extracted in methylene chloride (20 mL). The organic layer is separated, dried over anhydrous sodium sulfate, filtered and concentrated in vacuo. The residue is suspended in met... Starting materials: N#Cc1ccccc1-c1cc(F)c(CBr)c(F)c1, [Cl-], [H-], [NH4+], [Na+], CCCCC(=O)CC(=O)OC, C1CCOC1, O. Product: CCCCC(=O)C(Cc1c(F)cc(-c2ccccc2C#N)cc1F)C(=O)OC. Reaction SMILES: [Br:14][CH2:15][c:16]1[c:17]([F:31])[cH:18][c:19](-[c:23]2[c:24]([C:29]#[N:30])[cH:25][cH:26][cH:27][cH:28]2)[cH:20][c:21]1[F:22].[Cl-:32].[H-:12].[NH4+:33].[Na+:13].[O:1]=[C:2]([CH2:3][C:4](=[O:5])[O:6][CH3:7])[CH2:8][CH2:9][CH2:10][CH3:11].[O:34]1[CH2:35][CH2:36][CH2:37][CH2:38]1.[OH2:39]>>[O:1]=[C:2]([CH:3]([C:4](=[O:5])[O:6][CH3:7])[CH2:15][c:16]1[c:17]([F:31])[cH:18][c:19](-[c:23]2[c:24]([C:29]#[N:30])[cH:25][cH:26][cH:27][cH:28]2)[cH:20][c:21]1[F:22])[CH2:8][CH2:9][CH2:10][CH3:11]. Reactants: O[C@@H]1[C@H](NC=2C=3N(C=CC2[C@@H]1OCCOC)C(=C(N3)C)C)C3=CC=CC=C3 ((7S,8R,9R)-8-hydroxy-7-(2-methoxyethoxy)-2,3-dimethyl-9-phenyl-7,8,9,10-tetrahydroimidazo[1,2-h][1,7]naphthyridine), C(C1=CC=CC=C1)(=O)Cl (benzoyl chloride). Solvent: C(C)OCC (diethyl ether). The product is C(C1=CC=CC=C1)(=O)O[C@@H]1[C@H](NC=2C=3N(C=CC2[C@@H]1OCCOC)C(=C(N3)C)C)C3=CC=CC=C3 ((7S,8R,9R)-8-Benzoyloxy-7-(2-methoxyethoxy)-2,3-dimethyl-9-phenyl-7,8,9,10tetrahydroimidazo[1,2-h][1,7]naphthyridine). RXN SMILES: [OH:1][C@H:2]1[C@@H:11]([O:12][CH2:13][CH2:14][O:15][CH3:16])[C:10]2[CH:9]=[CH:8][N:7]3[C:17]([CH3:21])=[C:18]([CH3:20])[N:19]=[C:6]3[C:5]=2[NH:4][C@@H:3]1[C:22]1[CH:27]=[CH:26][CH:25]=[CH:24][CH:23]=1.[C:28](Cl)(=[O:35])[C:29]1[CH:34]=[CH:33][CH:32]=[CH:31][CH:30]=1>C(OCC)C>[C:28]([O:1][C@H:2]1[C@@H:11]([O:12][CH2:13][CH2:14][O:15][CH3:16])[C:10]2[CH:9]=[CH:8][N:7]3[C:17]([CH3:21])=[C:18]([CH3:20])[N:19]=[C:6]3[C:5]=2[NH:4][C@@H:3]1[C:22]1[CH:23]=[CH:24][CH:25]=[CH:26][CH:27]=1)(=[O:35])[C:29]1[CH:34]=[CH:33][CH:32]=[CH:31][CH:30]=1. Reported procedure: Analogously to example 6, 1.1 g of the title compound of melting point 78–80° C. (diethyl ether) are obtained by reaction of (7S,8R,9R)-8-hydroxy-7-(2-methoxyethoxy)-2,3-dimethyl-9-phenyl-7,8,9,10-tetrahydroimidazo[1,2-h][1,7]naphthyridine with benzoyl chloride. Reaction SMILES: [CH3:25][c:26]1[cH:27][cH:28][cH:29][cH:30][cH:31]1.[F:1][c:2]1[cH:3][c:4]([C:5](=[O:6])[NH:7][CH2:8][CH2:9][c:10]2[cH:11][cH:12][cH:13][cH:14][cH:15]2)[cH:16][cH:17][c:18]1[F:19].[P:20]([Cl:21])([Cl:22])([Cl:23])=[O:24]>>[F:1][c:2]1[cH:3][c:4]([C:5]2=[N:7][CH2:8][CH2:9][c:10]3[cH:11][cH:12][cH:13][cH:14][c:15]32)[cH:16][cH:17][c:18]1[F:19]. Yields the product Fc1ccc(C2=NCCc3ccccc32)cc1F. The reactants are Cc1ccccc1, O=C(NCCc1ccccc1)c1ccc(F)c(F)c1, O=P(Cl)(Cl)Cl. The reactants are C(CCC)OC(=O)C=1N=C(C2=CC=C(C=C2C1O)SC1=CC=CC=C1)Br (1-bromo-4-hydroxy-6-phenylsulfanyl-isoquinoline-3-carboxylic acid butyl ester), red phosphorous, I (HI). The product is C(CCC)OC(=O)C=1N=CC2=CC=C(C=C2C1O)SC1=CC=CC=C1 (4-Hydroxy-6-phenylsulfanyl-isoquinoline-3-carboxylic acid butyl ester). Yield: 34.0%. RXN SMILES: [CH2:1]([O:5][C:6]([C:8]1[N:9]=[C:10](Br)[C:11]2[C:16]([C:17]=1[OH:18])=[CH:15][C:14]([S:19][C:20]1[CH:25]=[CH:24][CH:23]=[CH:22][CH:21]=1)=[CH:13][CH:12]=2)=[O:7])[CH2:2][CH2:3][CH3:4].I>>[CH2:1]([O:5][C:6]([C:8]1[N:9]=[CH:10][C:11]2[C:16]([C:17]=1[OH:18])=[CH:15][C:14]([S:19][C:20]1[CH:25]=[CH:24][CH:23]=[CH:22][CH:21]=1)=[CH:13][CH:12]=2)=[O:7])[CH2:2][CH2:3][CH3:4]. Procedure details: 540 mg of 1-bromo-4-hydroxy-6-phenylsulfanyl-isoquinoline-3-carboxylic acid butyl ester (1.25 mmol) were reacted with red phosphorous and HI analogously to Example D-1 f). The crude product was purified by flash column chromatography on silica gel eluting with hexanes:ethyl acetate (85:15). 150 mg of the title compound were obtained; 1H NMR (CDCl3): δ=11.78 (s, 1H), 8.71 (d, 1H), 8.11 (t, 1H), 7.79 (d, 1H), 7.39 to 7.54 (m, 6H), 4.49 (t, 2H), 1.87 (m, 2H), 1.47 (m, 2H), 0.98 (t, 3H).